From a dataset of the Open Reaction Database (ORD), a public repository of structured organic reaction records. describe an organic reaction: reactants, conditions, products, and yield Product: Nc1ccc2c3c(ccc2n1)OCC(CN1CC=C(c2c[nH]c4ccc(F)cc24)CC1)O3. Reaction SMILES: [CH3:1][c:2]1[cH:3][cH:4][c:5]([S:6]([O:7][CH2:12][CH:13]2[CH2:14][O:15][c:16]3[c:17]([c:18]4[cH:19][cH:20][c:21]([NH2:26])[n:22][c:23]4[cH:24][cH:25]3)[O:27]2)(=[O:8])=[O:9])[cH:10][cH:11]1.[CH3:44][S:45]([CH3:46])=[O:47].[CH3:48][CH2:49][O:50][C:51](=[O:52])[CH3:53].[F:28][c:29]1[cH:30][c:31]2[c:32]([C:38]3=[CH:43][CH2:42][NH:41][CH2:40][CH2:39]3)[cH:33][nH:34][c:35]2[cH:36][cH:37]1>>[CH2:12]([CH:13]1[CH2:14][O:15][c:16]2[c:17]([c:18]3[cH:19][cH:20][c:21]([NH2:26])[n:22][c:23]3[cH:24][cH:25]2)[O:27]1)[N:41]1[CH2:40][CH2:39][C:38]([c:32]2[c:31]3[cH:30][c:29]([F:28])[cH:37][cH:36][c:35]3[nH:34][cH:33]2)=[CH:43][CH2:42]1. The reactants are Cc1ccc(S(=O)(=O)OCC2COc3ccc4nc(N)ccc4c3O2)cc1, CS(C)=O, CCOC(C)=O, Fc1ccc2[nH]cc(C3=CCNCC3)c2c1.